This data is from the Open Reaction Database (ORD), a public repository of structured organic reaction records. The task is: describe an organic reaction: reactants, conditions, products, and yield Starting materials: aqueous solution, [OH-].[Na+] (sodium hydroxide), COC(=O)C=1C=C(C=CC1)C=1N=C(N2C1C=CC=C2)C(=O)C=2C=CC(=C(C(=O)OC)C2)NC(NCCC)=O (methyl 5-({1-[3-(methoxycarbonyl)phenyl]imidazo[1,5-a]pyridin-3-yl}carbonyl)-2-[(propylcarbamoyl)amino]benzoate). The solvent is CO (methanol), CO (methanol). Reaction conditions: temperature 70 celsius. The product is O=C1NC2=CC=C(C=C2C(N1CCC)=O)C(=O)C1=NC(=C2N1C=CC=C2)C=2C=C(C(=O)O)C=CC2 (3-{3-[(2,4-Dioxo-3-propyl-1,2,3,4-tetrahydroquinazolin-6-yl)carbonyl]imidazo[1,5-a]pyridin-1-yl}benzoic acid). Yield: 100.6%. Reaction SMILES: [OH-].[Na+].C[O:4][C:5]([C:7]1[CH:8]=[C:9]([C:13]2[N:14]=[C:15]([C:22]([C:24]3[CH:25]=[CH:26][C:27]([NH:34][C:35](=[O:40])[NH:36][CH2:37][CH2:38][CH3:39])=[C:28]([CH:33]=3)[C:29]([O:31]C)=O)=[O:23])[N:16]3[CH:21]=[CH:20][CH:19]=[CH:18][C:17]=23)[CH:10]=[CH:11][CH:12]=1)=[O:6]>CO>[O:40]=[C:35]1[N:36]([CH2:37][CH2:38][CH3:39])[C:29](=[O:31])[C:28]2[C:27](=[CH:26][CH:25]=[C:24]([C:22]([C:15]3[N:16]4[CH:21]=[CH:20][CH:19]=[CH:18][C:17]4=[C:13]([C:9]4[CH:8]=[C:7]([CH:12]=[CH:11][CH:10]=4)[C:5]([OH:4])=[O:6])[N:14]=3)=[O:23])[CH:33]=2)[NH:34]1 |f:0.1|. Procedure: 1.31 ml (1.31 mmol) of a 1N aqueous solution of sodium hydroxide are added to 0.27 g (0.52 mmol) of methyl 5-({1-[3-(methoxycarbonyl)phenyl]imidazo[1,5-a]pyridin-3-yl}carbonyl)-2-[(propylcarbamoyl)amino]benzoate in 8 ml of methanol. The reaction medium is heated at 70° C. for 5.5 hours. The methanol is concentrated under reduced pressure. The residue is taken up in water. The aqueous phase is acidified with a 1N aqueous solution of hydrochloric acid, and then extracted with dichloromethane. The ... Reactants: O=C([O-])[O-], CCOC(=O)N1CCNCC1, CS(C)=O, CCOC(=O)c1ccc(F)cc1, [K+], [K+]. Product: CCOC(=O)c1ccc(N2CCN(C(=O)OCC)CC2)cc1. RXN SMILES: [C:13](=[O:14])([O-:15])[O-:16].[CH2:19]([CH3:20])[O:21][C:22](=[O:23])[N:24]1[CH2:25][CH2:26][NH:27][CH2:28][CH2:29]1.[CH3:30][S:31]([CH3:32])=[O:33].[F:1][c:2]1[cH:3][cH:4][c:5]([C:6](=[O:7])[O:8][CH2:9][CH3:10])[cH:11][cH:12]1.[K+:17].[K+:18]>>[c:2]1([N:27]2[CH2:26][CH2:25][N:24]([C:22]([O:21][CH2:19][CH3:20])=[O:23])[CH2:29][CH2:28]2)[cH:3][cH:4][c:5]([C:6](=[O:7])[O:8][CH2:9][CH3:10])[cH:11][cH:12]1. The reactants are ClC1=CC=C(S1)S(=O)(=O)N(C1(CC1)C(=O)O)CC (1-[(5-chloro-2-thienyl)sulfonyl-ethyl-amino]cyclopropanecarboxylic acid), CCOC(=O)OC(=O)OCC (DEPC), N1(CCCC1)C1=NC(=CC(=C1)CN)C1=CC=C(C=C1)C(F)(F)F ([2-pyrrolidin-1-yl-6-[4-(trifluoromethyl)phenyl]-4-pyridyl]methanamine). Solvent: C1CCOC1 (THF). The product is ClC1=CC=C(S1)S(=O)(=O)N(C1(CC1)C(=O)NCC1=CC(=NC(=C1)C1=CC=C(C=C1)C(F)(F)F)N1CCCC1)CC (1-[(5-chloro-2-thienyl)sulfonyl-ethyl-amino]-N-[[2-pyrrolidin-1-yl-6-[4-(trifluoromethyl)phenyl]-4-pyridyl]methyl]cyclopropanecarboxamide). The yield is 38.6%. As a reaction SMILES: [Cl:1][C:2]1[S:6][C:5]([S:7]([N:10]([CH2:17][CH3:18])[C:11]2([C:14]([OH:16])=O)[CH2:13][CH2:12]2)(=[O:9])=[O:8])=[CH:4][CH:3]=1.CCOC(OC(OCC)=O)=O.[N:30]1([C:35]2[CH:40]=[C:39]([CH2:41][NH2:42])[CH:38]=[C:37]([C:43]3[CH:48]=[CH:47][C:46]([C:49]([F:52])([F:51])[F:50])=[CH:45][CH:44]=3)[N:36]=2)[CH2:34][CH2:33][CH2:32][CH2:31]1>C1COCC1>[Cl:1][C:2]1[S:6][C:5]([S:7]([N:10]([CH2:17][CH3:18])[C:11]2([C:14]([NH:42][CH2:41][C:39]3[CH:38]=[C:37]([C:43]4[CH:44]=[CH:45][C:46]([C:49]([F:52])([F:50])[F:51])=[CH:47][CH:48]=4)[N:36]=[C:35]([N:30]4[CH2:31][CH2:32][CH2:33][CH2:34]4)[CH:40]=3)=[O:16])[CH2:12][CH2:13]2)(=[O:8])=[O:9])=[CH:4][CH:3]=1. Reported procedure: A solution of acid 18 (0.24 g, 0.76 mmol) in THF (20 mL) was added with DEPC (0.15 mL, 1.3 mol eq) and the mixture was stirred at room temperature for several minutes. Then [2-pyrrolidin-1-yl-6-[4-(trifluoromethyl)phenyl]-4-pyridyl]methanamine 27A (0.27 g, 1.1 mol eq) and a catalytic amount of TEA were added, then the reaction mixture was stirred at room temperature overnight. The solvent was removed under reduced pressure, the residue was suspended in EtOAc and washed with water (1×50 mL) and b... The reactants are c1ccc(COCC2CC(SC(c3ccccc3)(c3ccccc3)c3ccccc3)CN2)cc1, O=c1[nH]c2ccc(S(=O)(=O)Cl)cc2c(=O)o1. The product is O=c1[nH]c2ccc(S(=O)(=O)N3CC(SC(c4ccccc4)(c4ccccc4)c4ccccc4)CC3COCc3ccccc3)cc2c(=O)o1. RXN SMILES: [CH2:1]([c:2]1[cH:3][cH:4][cH:5][cH:6][cH:7]1)[O:8][CH2:9][CH:10]1[NH:11][CH2:12][CH:13]([S:15][C:16]([c:17]2[cH:18][cH:19][cH:20][cH:21][cH:22]2)([c:23]2[cH:24][cH:25][cH:26][cH:27][cH:28]2)[c:29]2[cH:30][cH:31][cH:32][cH:33][cH:34]2)[CH2:14]1.[O:35]=[c:36]1[o:37][c:38](=[O:50])[c:39]2[c:40]([nH:41]1)[cH:42][cH:43][c:44]([S:46](=[O:47])(=[O:48])[Cl:49])[cH:45]2>>[CH2:1]([c:2]1[cH:3][cH:4][cH:5][cH:6][cH:7]1)[O:8][CH2:9][CH:10]1[N:11]([S:46]([c:44]2[cH:43][cH:42][c:40]3[c:39]([c:38](=[O:50])[o:37][c:36](=[O:35])[nH:41]3)[cH:45]2)(=[O:47])=[O:48])[CH2:12][CH:13]([S:15][C:16]([c:17]2[cH:18][cH:19][cH:20][cH:21][cH:22]2)([c:23]2[cH:24][cH:25][cH:26][cH:27][cH:28]2)[c:29]2[cH:30][cH:31][cH:32][cH:33][cH:34]2)[CH2:14]1. Starting materials: O=C=Nc1ccc(F)cc1F, COC(=O)C(Cc1cccc(CCO)c1)C(=O)OC. The product is COC(=O)C(Cc1cccc(CCOC(=O)Nc2ccc(F)cc2F)c1)C(=O)OC. Reaction SMILES: [F:20][c:21]1[c:22]([N:28]=[C:29]=[O:30])[cH:23][cH:24][c:25]([F:27])[cH:26]1.[OH:1][CH2:2][CH2:3][c:4]1[cH:5][c:6]([CH2:7][CH:8]([C:9](=[O:10])[O:11][CH3:12])[C:13](=[O:14])[O:15][CH3:16])[cH:17][cH:18][cH:19]1>>[O:1]([CH2:2][CH2:3][c:4]1[cH:5][c:6]([CH2:7][CH:8]([C:9](=[O:10])[O:11][CH3:12])[C:13](=[O:14])[O:15][CH3:16])[cH:17][cH:18][cH:19]1)[C:29]([NH:28][c:22]1[c:21]([F:20])[cH:26][c:25]([F:27])[cH:24][cH:23]1)=[O:30].